Dataset: the Open Reaction Database (ORD), a public repository of structured organic reaction records. Task: describe an organic reaction: reactants, conditions, products, and yield The reactants are O=C(Cn1c(=O)n(-c2ccc3c(c2)OCO3)c2ncccc21)c1ccccc1, CO, O=[Pt]. Yields the product O=c1n(CC(O)c2ccccc2)c2cccnc2n1-c1ccc2c(c1)OCO2. RXN SMILES: [CH2:1]1[O:2][c:3]2[cH:4][c:5](-[n:10]3[c:11](=[O:28])[n:12]([CH2:19][C:20](=[O:21])[c:22]4[cH:23][cH:24][cH:25][cH:26][cH:27]4)[c:13]4[c:14]3[n:15][cH:16][cH:17][cH:18]4)[cH:6][cH:7][c:8]2[O:9]1.[CH3:31][OH:32].[Pt:29]=[O:30]>>[CH2:1]1[O:2][c:3]2[cH:4][c:5](-[n:10]3[c:11](=[O:28])[n:12]([CH2:19][CH:20]([OH:21])[c:22]4[cH:23][cH:24][cH:25][cH:26][cH:27]4)[c:13]4[c:14]3[n:15][cH:16][cH:17][cH:18]4)[cH:6][cH:7][c:8]2[O:9]1. The reactants are C(=C)C1=CC=2CC3=CC=CC=C3C2C=C1 (2-vinylfluorene), C(CCC)[Li] (n-butyllithium), BrCCC1C2=CC=CC=C2C=2C=CC=CC12 (1-bromo-2-(9-fluorenyl)ethane). Solvent: C(C)OCC (diethyl ether). Reaction conditions: time 4 hour. Product: C(=C)C1=C(C=2CC3=CC=CC=C3C2C=C1)C1(C2=CC=CC=C2C=2C=CC=CC12)CC (9-(2-Vinylfluorenyl)-2-(9-Fluorenyl)ethane). RXN SMILES: [CH:1]([C:3]1[CH:15]=[CH:14][C:13]2[C:12]3[C:7](=[CH:8][CH:9]=[CH:10][CH:11]=3)[CH2:6][C:5]=2[CH:4]=1)=[CH2:2].C([Li])CCC.Br[CH2:22][CH2:23][CH:24]1[C:36]2[CH:35]=[CH:34][CH:33]=[CH:32][C:31]=2[C:30]2[C:25]1=[CH:26][CH:27]=[CH:28][CH:29]=2>C(OCC)C>[CH:1]([C:3]1[CH:15]=[CH:14][C:13]2[C:12]3[C:7](=[CH:8][CH:9]=[CH:10][CH:11]=3)[CH2:6][C:5]=2[C:4]=1[C:24]1([CH2:23][CH3:22])[C:36]2[CH:35]=[CH:34][CH:33]=[CH:32][C:31]=2[C:30]2[C:25]1=[CH:26][CH:27]=[CH:28][CH:29]=2)=[CH2:2]. Procedure details: To 1.15 g (6.0 mmol) 2-vinylfluorene in 100 mL diethyl ether was added 3.75 mL (6.0 mmol) n-butyllithium (1.6M in hexane). The reaction mixture was stirred for 4 hours at room temperature. Then 1.64 g (6.0 mmol) 1-bromo-2-(9-fluorenyl)ethane was added and the mixture was stirred for 14 hours at room temperature. The precipitate was removed by filtration, washed with methanol, filtered with pentane using silica gel 60, and concentrated by evaporation under vacuum. The yield was 1.69 g (73%) 1-(9-...